Dataset: the Open Reaction Database (ORD), a public repository of structured organic reaction records. Task: describe an organic reaction: reactants, conditions, products, and yield Reaction SMILES: [O:1]=[C:2]1[CH2:10][C:9]2[C:4](=[C:5]([S:11][C:12]3[CH:17]=[CH:16][CH:15]=[CH:14][C:13]=3[Cl:18])[CH:6]=[CH:7][CH:8]=2)[NH:3]1.ClC1C=CC=C(C(OO)=[O:27])C=1>C(Cl)(Cl)Cl>[O:1]=[C:2]1[CH2:10][C:9]2[C:4](=[C:5]([S:11]([C:12]3[CH:17]=[CH:16][CH:15]=[CH:14][C:13]=3[Cl:18])=[O:27])[CH:6]=[CH:7][CH:8]=2)[NH:3]1. The reactants are O=C1NC2=C(C=CC=C2C1)SC1=C(C=CC=C1)Cl (2-oxo-7-(2-chlorophenylthio)indoline), ClC1=CC(=CC=C1)C(=O)OO (m-chloroperbenzoic acid). Solvent: C(Cl)(Cl)Cl (chloroform). Procedure details: A solution of 2-oxo-7-(2-chlorophenylthio)indoline (1.0 g.) in chloroform (20 ml.) and m-chloroperbenzoic acid (purity: 85%, 0.73 g.) was treated in a similar manner to that of the Preparation 28-(2) to give crystals of the captioned compound (0.7 g.). mp 243° to 245° C. Yields the product O=C1NC2=C(C=CC=C2C1)S(=O)C1=C(C=CC=C1)Cl (2-oxo-7-(2-chlorophenylsulfinyl)indoline). Reported procedure: A mixture of the product from example 44 step (viii) (0.25 g) and benzylamine (0.14 ml) in dry 1,4-dioxane (3 ml) were heated at 60° C. for 36 h. After this time benzylamine (0.14 ml) and dry dimethylsulphoxide (2 ml) were added and the mixture was heated at 60° C. for a further 72 h. The solvent was removed under reduced pressure. Purification was by trituration with diethyl ether and water. Starting materials: ClC=1SC2=C(N1)C(C1=C(C=C2)C=C(C=C1)Cl)C=1C(NC(N(C1)C)=O)=O ((±)-5-(2,7-Dichloro-4H-benzo[5,6]cyclohepta[1,2-d]thiazol-4-yl)-1-methyl-2,4(1H,3H)-pyrimidinedione), C(C1=CC=CC=C1)N (benzylamine), C(C1=CC=CC=C1)N (benzylamine), CS(=O)C (dimethylsulphoxide). The solvent is O1CCOCC1 (1,4-dioxane). Product: ClC=1C=CC2=C(C=CC3=C(N=C(S3)NCC3=CC=CC=C3)C2C=2C(NC(N(C2)C)=O)=O)C1 ((±)-5-(7-Chloro-2-[(phenylmethyl)amino]-4H-benzo[5,6]cyclohepta[1,2-d]thiazol-4-yl)-1-methyl-2,4(1H,3H)-pyrimidinedione). RXN SMILES: Cl[C:2]1[S:3][C:4]2[CH:11]=[CH:10][C:9]3[CH:12]=[C:13]([Cl:16])[CH:14]=[CH:15][C:8]=3[CH:7]([C:17]3[C:18](=[O:25])[NH:19][C:20](=[O:24])[N:21]([CH3:23])[CH:22]=3)[C:5]=2[N:6]=1.[CH2:26]([NH2:33])[C:27]1[CH:32]=[CH:31][CH:30]=[CH:29][CH:28]=1.CS(C)=O>O1CCOCC1>[Cl:16][C:13]1[CH:14]=[CH:15][C:8]2[CH:7]([C:17]3[C:18](=[O:25])[NH:19][C:20](=[O:24])[N:21]([CH3:23])[CH:22]=3)[C:5]3[N:6]=[C:2]([NH:33][CH2:26][C:27]4[CH:32]=[CH:31][CH:30]=[CH:29][CH:28]=4)[S:3][C:4]=3[CH:11]=[CH:10][C:9]=2[CH:12]=1. Conditions: temperature 60 celsius. Product: COC1=NC(=CC=C1C)CC1=CC=C(C=C1)SC (2-Methoxy-3-methyl-6-[4-(methylsulfanyl)benzyl]pyridine). Reaction conditions: temperature 60 celsius, time 4 hour. RXN SMILES: C([SiH](CC)CC)C.FC(F)(F)C(O)=O.[CH3:15][O:16][C:17]1[N:22]=[C:21]([CH:23]([C:25]2[CH:30]=[CH:29][C:28]([S:31][CH3:32])=[CH:27][CH:26]=2)O)[CH:20]=[CH:19][C:18]=1[CH3:33].C(=O)(O)[O-].[Na+]>>[CH3:15][O:16][C:17]1[C:18]([CH3:33])=[CH:19][CH:20]=[C:21]([CH2:23][C:25]2[CH:26]=[CH:27][C:28]([S:31][CH3:32])=[CH:29][CH:30]=2)[N:22]=1 |f:3.4|. Starting materials: C(C)[SiH](CC)CC (Triethylsilane), FC(C(=O)O)(F)F (trifluoroacetic acid), COC1=C(C=CC(=N1)C(O)C1=CC=C(C=C1)SC)C ((6-methoxy-5-methylpyridin-2-yl)[4-(methylsulfanyl)phenyl]methanol), Example 1-36(2), C([O-])(O)=O.[Na+] (sodium bicarbonate). Procedure: Triethylsilane (5 mL) and trifluoroacetic acid (5 mL) were sequentially added to (6-methoxy-5-methylpyridin-2-yl)[4-(methylsulfanyl)phenyl]methanol obtained in Reference Example 1-36(2) (2.13 g), and the mixture was stirred at 60° C. for four hours. The reaction solution was poured into saturated aqueous sodium bicarbonate, followed by extraction with chloroform. The organic layer was washed with brine, dried over anhydrous magnesium sulfate and filtered. The solvent was then evaporated under re... Reactants: Cl.COC([C@@H](N)CC1=CNC2=CC=C(C=C12)O)=O ((S)-5-Hydroxytryptophan methyl ester hydrochloride), [OH-].[NH4+] (ammonium hydroxide). Product: OC1=CC=C2NC=C(C[C@H](N)C(=O)N)C2=C1 ((S)-5-Hydroxytryptophan amide). Reaction SMILES: Cl.CO[C:4](=[O:18])[C@H:5]([CH2:7][C:8]1[C:16]2[C:11](=[CH:12][CH:13]=[C:14]([OH:17])[CH:15]=2)[NH:10][CH:9]=1)[NH2:6].[OH-].[NH4+:20]>>[OH:17][C:14]1[CH:15]=[C:16]2[C:11]([NH:10][CH:9]=[C:8]2[CH2:7][C@@H:5]([C:4]([NH2:20])=[O:18])[NH2:6])=[CH:12][CH:13]=1 |f:0.1,2.3|. Reported procedure: (S)-5-Hydroxytryptophan methyl ester hydrochloride (0.247 g, 0.91 mmol) was stirred overnight at room temperature in ammonium hydroxide (10 mL). After removal of volatiles under vacuum, the title compound of example 44 was obtained as a dark solid. The reactants are BrC1=NC=C(C=C1C)[N+](=O)[O-] (2-bromo-3-methyl-5-nitropyridine), BrN1C(CCC1=O)=O (N-bromo-succinimide), N(=NC1(CCCCC1)C#N)C1(CCCCC1)C#N (1,1′-azobis(cyclohexanecarbonitrile)). Solvent: C(Cl)(Cl)(Cl)Cl (CCl4). Conditions: temperature 100 celsius, time 42 hour. Yields the product BrC1=NC=C(C=C1CBr)[N+](=O)[O-] (2-bromo-3-(bromomethyl)-5-nitropyridine). The yield is 74.0%. As a reaction SMILES: [Br:1][C:2]1[C:7]([CH3:8])=[CH:6][C:5]([N+:9]([O-:11])=[O:10])=[CH:4][N:3]=1.[Br:12]N1C(=O)CCC1=O.N(C1(C#N)CCCCC1)=NC1(C#N)CCCCC1>C(Cl)(Cl)(Cl)Cl>[Br:1][C:2]1[C:7]([CH2:8][Br:12])=[CH:6][C:5]([N+:9]([O-:11])=[O:10])=[CH:4][N:3]=1. Procedure: A 75 mL pressure vessel was charged with 2-bromo-3-methyl-5-nitropyridine (540 mg, 2.49 mmol), N-bromo-succinimide (452 mg, 2.54 mmol), 1,1′-azobis(cyclohexanecarbonitrile) (61 mg, 0.25 mmol) and 25 mL CCl4, The vessel was closed with a rubber septum and thoroughly purged with Argon. The rubber septum was switched to a Teflon cap and the reaction mixture was stirred at 100° C. for 42 h. The mixture was cooled to RT, filtered to remove the succinimide byproduct, washed with CCl4 and concentrated ... The reactants are C1CC(=O)N(C1=O)I.CN(C)C=O (NIS DMF), NC1=C(C#N)C=CC=C1 (2-Aminobenzonitrile), IN1C(CCC1=O)=O (N-iodosuccinimide), C1CC(=O)N(C1=O)I (NIS). Solvent: CN(C=O)C (N,N-dimethylformamide), CN(C)C=O (DMF). Reaction conditions: temperature 0 celsius, time 8 hour. Yields the product NC1=C(C#N)C=C(C=C1)I (2-Amino-5-iodobenzonitrile). As a reaction SMILES: [NH2:1][C:2]1[CH:9]=[CH:8][CH:7]=[CH:6][C:3]=1[C:4]#[N:5].[I:10]N1C(=O)CCC1=O.C1C(=O)N(I)C(=O)C1.CN(C=O)C>CN(C)C=O>[NH2:1][C:2]1[CH:9]=[CH:8][C:7]([I:10])=[CH:6][C:3]=1[C:4]#[N:5] |f:2.3|. Procedure: 2-Aminobenzonitrile (2.0 g, 16.9 mmol, 1 equiv.) was dissolved in dry N,N-dimethylformamide (30 mL), and the solution was cooled to 0° C. A solution of N-iodosuccinimide, NIS (3.81 g, 16.9 mmol, 1 equiv.) in 30 mL of DMF was added dropwise with an addition funnel. After the NIS/DMF solution was, added, the ice bath was removed, and the reaction was stirred at room temperature overnight. The reaction was quenched by pouring into 3N NaOH (300 mL) and diluted with an additional 200 mL of water. 2-A... Reactants: ON=C(C(=O)OCC)C(CC)=NOC (ethyl 2-hydroxyimino-3-methoxyiminovalerate), CN (methylamine). Conditions: time 5 minute. Product: CNC(C(C(CC)=NOC)=NO)=O (N-methyl-2-hydroxyimino-3-methoxyiminovaleramide). Reaction SMILES: [OH:1][N:2]=[C:3]([C:9](=[N:12][O:13][CH3:14])[CH2:10][CH3:11])[C:4](OCC)=[O:5].[CH3:15][NH2:16]>>[CH3:15][NH:16][C:4](=[O:5])[C:3](=[N:2][OH:1])[C:9](=[N:12][O:13][CH3:14])[CH2:10][CH3:11]. Procedure: a mixture of 7.6 parts ethyl 2-hydroxyimino-3-methoxyiminovalerate was mixed with 7 parts 40% aqueous methylamine solution at 25° C. and stirred till homogeneous (5 minutes). The mixture was allowed to stand 18 hours and then evaporated under reduced pressure (15 mm) at 50° C. water-bath temperature to dryness. Recrystallization of the residue from acetonitrile gave 4.3 parts of N-methyl-2-hydroxyimino-3-methoxyiminovaleramide, m.p. 168°-170° C. Starting materials: C[Si](C)(C)CCOCCl, CN(C)C=O, CCOC(=O)c1cc[nH]c1COC, [H-], [K+], [Na+], O=S(=O)([O-])O. Yields the product CCOC(=O)c1ccn(COCC[Si](C)(C)C)c1COC. RXN SMILES: [CH3:16][Si:17]([CH2:18][CH2:19][O:20][CH2:21][Cl:22])([CH3:23])[CH3:24].[CH3:31][N:32]([CH3:33])[CH:34]=[O:35].[CH3:3][O:4][CH2:5][c:6]1[nH:7][cH:8][cH:9][c:10]1[C:11](=[O:12])[O:13][CH2:14][CH3:15].[H-:1].[K+:30].[Na+:2].[S:25]([O-:26])([OH:27])(=[O:28])=[O:29]>>[CH3:3][O:4][CH2:5][c:6]1[n:7]([CH2:21][O:20][CH2:19][CH2:18][Si:17]([CH3:16])([CH3:23])[CH3:24])[cH:8][cH:9][c:10]1[C:11](=[O:12])[O:13][CH2:14][CH3:15]. Reactants: C1(C=2C(C(N1)=O)=CC=CC2)=O (phthalimide), C1(=CC=CC=C1)P(C1=CC=CC=C1)C1=CC=CC=C1 (triphenylphosphine), C(C)N1S(CC(C1)CO)(=O)=O ((2-Ethyl-1,1-dioxo-1lambda*6*-isothiazolidin-4-yl)-methanol), CC(C)OC(=O)/N=N/C(=O)OC(C)C (diisopropylazodicarboxylate). The solvent is O1CCCC1 (tetrahydrofuran). Yields the product C(C)N1S(CC(C1)CN1C(C2=CC=CC=C2C1=O)=O)(=O)=O (2-(2-Ethyl-1,1-dioxo-1lambda*6*-isothiazolidin-4-ylmethyl)-isoindole-1,3-dione). As a reaction SMILES: [C:1]1(=[O:11])[NH:5][C:4](=[O:6])[C:3]2=[CH:7][CH:8]=[CH:9][CH:10]=[C:2]12.C1(P(C2C=CC=CC=2)C2C=CC=CC=2)C=CC=CC=1.[CH2:31]([N:33]1[CH2:37][CH:36]([CH2:38]O)[CH2:35][S:34]1(=[O:41])=[O:40])[CH3:32].CC(OC(/N=N/C(OC(C)C)=O)=O)C>O1CCCC1>[CH2:31]([N:33]1[CH2:37][CH:36]([CH2:38][N:5]2[C:1](=[O:11])[C:2]3[C:3](=[CH:7][CH:8]=[CH:9][CH:10]=3)[C:4]2=[O:6])[CH2:35][S:34]1(=[O:41])=[O:40])[CH3:32]. Procedure details: To a stirred solution of phthalimide (133 mg, 1 equiv) in tetrahydrofuran (4.5 ml) was added triphenylphosphine (237 mg, 1 equiv) and (2-Ethyl-1,1-dioxo-1lambda*6*-isothiazolidin-4-yl)-methanol (0.905 mmol). This solution was cooled down to 0° C. for the dropwise addition of diisopropylazodicarboxylate (0.18 ml, 1 equiv). The reaction mixture was stirred at room temperature over the weekend. It was then concentrated, and stirred in diethyl ether for 5 hours. Volatiles were removed in vacuo. Flas... Reactants: CC(C)(C)OC(=O)NCc1nn[nH]n1, CCI, [H-], [Na+], CN(C)C=O. Yields the product CCn1nnc(CNC(=O)OC(C)(C)C)n1. As a reaction SMILES: [C:1]([CH3:2])([CH3:3])([CH3:4])[O:5][C:6]([NH:7][CH2:8][c:9]1[n:10][n:11][nH:12][n:13]1)=[O:14].[CH2:17]([CH3:18])[I:19].[H-:16].[Na+:15].[O:20]=[CH:21][N:22]([CH3:23])[CH3:24]>>[C:1]([CH3:2])([CH3:3])([CH3:4])[O:5][C:6]([NH:7][CH2:8][c:9]1[n:10][n:11][n:12]([CH2:17][CH3:18])[n:13]1)=[O:14].